From a dataset of the Open Reaction Database (ORD), a public repository of structured organic reaction records. describe an organic reaction: reactants, conditions, products, and yield Reactants: CCCCCCCCc1noc(-c2ccc(C=O)cc2)n1, NCc1ccc(C(F)(F)F)cc1. Product: CCCCCCCCc1noc(-c2ccc(CNCc3ccc(C(F)(F)F)cc3)cc2)n1. Reaction SMILES: [CH2:1]([CH2:2][CH2:3][CH2:4][CH2:5][CH2:6][CH2:7][CH3:8])[c:9]1[n:10][o:11][c:12](-[c:14]2[cH:15][cH:16][c:17]([CH:18]=[O:19])[cH:20][cH:21]2)[n:13]1.[F:22][C:23]([c:24]1[cH:25][cH:26][c:27]([CH2:28][NH2:29])[cH:30][cH:31]1)([F:32])[F:33]>>[CH2:1]([CH2:2][CH2:3][CH2:4][CH2:5][CH2:6][CH2:7][CH3:8])[c:9]1[n:10][o:11][c:12](-[c:14]2[cH:15][cH:16][c:17]([CH2:18][NH:29][CH2:28][c:27]3[cH:26][cH:25][c:24]([C:23]([F:22])([F:32])[F:33])[cH:31][cH:30]3)[cH:20][cH:21]2)[n:13]1. Starting materials: [N+](=O)([O-])[O-].[NH4+].[Ce+4].[N+](=O)([O-])[O-].[N+](=O)([O-])[O-].[N+](=O)([O-])[O-].[N+](=O)([O-])[O-] (cerium (IV) ammonium nitrate), C(C)OC(=O)C=1OC(=C2C=CC=CC12)C1=CC=C(C=C1)Cl (3-(p-chlorophenyl)-isobenzofuran-1-carboxylic acid ethyl ester), ice water. The solvent is O (water). Yields the product C(C)OC(C(=O)C1=C(C=CC=C1)C(C1=CC=C(C=C1)Cl)=O)=O ([o-(p-chlorobenzoyl)-phenyl]glyoxylic acid ethyl ester). Reaction SMILES: [N+]([O-])([O-])=O.[NH4+].[Ce+4].[N+]([O-])([O-])=O.[N+]([O-])([O-])=O.[N+]([O-])([O-])=O.[N+]([O-])([O-])=[O:20].[CH2:23]([O:25][C:26]([C:28]1[O:29][C:30]([C:37]2[CH:42]=[CH:41][C:40]([Cl:43])=[CH:39][CH:38]=2)=[C:31]2[C:36]=1[CH:35]=[CH:34][CH:33]=[CH:32]2)=[O:27])[CH3:24]>O>[CH2:23]([O:25][C:26](=[O:27])[C:28]([C:36]1[CH:35]=[CH:34][CH:33]=[CH:32][C:31]=1[C:30](=[O:29])[C:37]1[CH:42]=[CH:41][C:40]([Cl:43])=[CH:39][CH:38]=1)=[O:20])[CH3:24] |f:0.1.2.3.4.5.6|. Reported procedure: 11.5 G. of cerium (IV) ammonium nitrate are dissolved in 20 ml. of water and 20 ml. of glacial acid. Thereafter, there are added 3.0 g. of 3-(p-chlorophenyl)-isobenzofuran-1-carboxylic acid ethyl ester and the mixture is boiled for 2-3 minutes until the color of the solution obtained changes from orange to light-yellow. After cooling, there are added 150 ml. of ice-water and the mixture is stirred for 1 hour in an ice-bath. The product which first separates as an oil solidifies. The solid is sep...